Dataset: the Open Reaction Database (ORD), a public repository of structured organic reaction records. Task: describe an organic reaction: reactants, conditions, products, and yield Product: FC=1C=CC(=C(C1)C1=NC(=NC=N1)NC1=CC(=CC=C1)CS(=O)(=O)C)OCC1=C(C=CC=C1)F (4-{5-Fluoro-2-[(2-fluorobenzyl)oxy]phenyl}-N-{3-[(methylsulfonyl)methyl]phenyl}-1,3,5-triazin-2-amine). Reaction SMILES: Cl[C:2]1[N:7]=[CH:6][N:5]=[C:4]([NH:8][C:9]2[CH:14]=[CH:13][CH:12]=[C:11]([CH2:15][S:16]([CH3:19])(=[O:18])=[O:17])[CH:10]=2)[N:3]=1.[F:20][C:21]1[CH:22]=[CH:23][C:24]([O:30][CH2:31][C:32]2[CH:37]=[CH:36][CH:35]=[CH:34][C:33]=2[F:38])=[C:25](B(O)O)[CH:26]=1>>[F:20][C:21]1[CH:22]=[CH:23][C:24]([O:30][CH2:31][C:32]2[CH:37]=[CH:36][CH:35]=[CH:34][C:33]=2[F:38])=[C:25]([C:2]2[N:7]=[CH:6][N:5]=[C:4]([NH:8][C:9]3[CH:14]=[CH:13][CH:12]=[C:11]([CH2:15][S:16]([CH3:19])(=[O:18])=[O:17])[CH:10]=3)[N:3]=2)[CH:26]=1. Reported procedure: Example 30 was prepared under similar conditions as described in the preparation of Example 1 using crude 4-chloro-N-{3-[(methylsulfonyl)methyl]phenyl}-1,3,5-triazin-2-amine and {5-fluoro-2-[(2-fluorobenzyl)oxy]phenyl}boronic acid (Combi-Blocks Inc.). The batch was purified by preparative TLC. 1H NMR (400 MHz, CDCl3, 300K) δ=8.84 (s, 1H), 7.79 (br, 1H), 7.63 (m, 2H), 7.48 (m, 2H), 7.37 (m, 1H), 7.27 (m, 1H), 7.09 (m, 5H), 5.22 (s, 2H), 4.23 (s, 2H), 2.78 (s, 3H). Reactants: ClC1=NC(=NC=N1)NC1=CC(=CC=C1)CS(=O)(=O)C (4-chloro-N-{3-[(methylsulfonyl)methyl]phenyl}-1,3,5-triazin-2-amine), FC=1C=CC(=C(C1)B(O)O)OCC1=C(C=CC=C1)F ({5-fluoro-2-[(2-fluorobenzyl)oxy]phenyl}boronic acid). Reactants: FC1=CC=C(C=C1)CC1=CN=C2C(=C(C(N(C2=C1)CCCN(C(=O)OCC1=CC=CC=C1)C)=O)C(=O)OCC)O (ethyl 7-[(4-fluorophenyl)methyl]-4-hydroxy-1-[3-(methyl{[(phenylmethyl)oxy]carbonyl}amino)propyl]-2-oxo-1,2-dihydro-1,5-naphthyridine-3-carboxylate), NCC(C)O (1-amino-2-propanol). Product: FC1=CC=C(C=C1)CC1=CN=C2C(=C(C(N(C2=C1)CCCN(C(OCC1=CC=CC=C1)=O)C)=O)C(=O)NCC(C)O)O (Phenylmethyl {3-[7-[(4-fluorophenyl)methyl]-4-hydroxy-3-{[(2-hydroxypropyl)amino]carbonyl}-2-oxo-1,5-naphthyridine-1(2H)-yl]propyl}methylcarbamate). As a reaction SMILES: [F:1][C:2]1[CH:7]=[CH:6][C:5]([CH2:8][C:9]2[CH:18]=[C:17]3[C:12]([C:13]([OH:40])=[C:14]([C:35](OCC)=[O:36])[C:15](=[O:34])[N:16]3[CH2:19][CH2:20][CH2:21][N:22]([CH3:33])[C:23]([O:25][CH2:26][C:27]3[CH:32]=[CH:31][CH:30]=[CH:29][CH:28]=3)=[O:24])=[N:11][CH:10]=2)=[CH:4][CH:3]=1.[NH2:41][CH2:42][CH:43]([OH:45])[CH3:44]>>[F:1][C:2]1[CH:3]=[CH:4][C:5]([CH2:8][C:9]2[CH:18]=[C:17]3[C:12]([C:13]([OH:40])=[C:14]([C:35]([NH:41][CH2:42][CH:43]([OH:45])[CH3:44])=[O:36])[C:15](=[O:34])[N:16]3[CH2:19][CH2:20][CH2:21][N:22]([CH3:33])[C:23](=[O:24])[O:25][CH2:26][C:27]3[CH:32]=[CH:31][CH:30]=[CH:29][CH:28]=3)=[N:11][CH:10]=2)=[CH:6][CH:7]=1. Procedure details: This compound was prepared from ethyl 7-[(4-fluorophenyl)methyl]-4-hydroxy-1-[3-(methyl{[(phenylmethyl)oxy]carbonyl}amino)propyl]-2-oxo-1,2-dihydro-1,5-naphthyridine-3-carboxylate and 1-amino-2-propanol using conditions similar to Step 5 from Example 497 and obtained as a white solid: ES+ MS: 577 (M+H+). Starting materials: COc1ccc(CC(OC(C)C)C(=O)[O-])cc1CNC(=O)OC(C)(C)C, CCCOc1cc(C(F)(F)F)ccc1C(=O)O. The product is CCCOc1cc(C(F)(F)F)ccc1C(=O)NCc1cc(CC(OC(C)C)C(=O)O)ccc1OC. RXN SMILES: [C:18]([O:19][C:20](=[O:21])[NH:25][CH2:26][c:27]1[cH:28][c:29]([CH2:35][CH:36]([C:37](=[O:38])[O-:39])[O:40][CH:41]([CH3:42])[CH3:43])[cH:30][cH:31][c:32]1[O:33][CH3:34])([CH3:22])([CH3:23])[CH3:24].[CH2:1]([CH2:2][CH3:3])[O:4][c:5]1[c:6]([C:7](=[O:8])[OH:9])[cH:10][cH:11][c:12]([C:14]([F:15])([F:16])[F:17])[cH:13]1>>[CH2:1]([CH2:2][CH3:3])[O:4][c:5]1[c:6]([C:7](=[O:9])[NH:25][CH2:26][c:27]2[cH:28][c:29]([CH2:35][CH:36]([C:37](=[O:38])[OH:39])[O:40][CH:41]([CH3:42])[CH3:43])[cH:30][cH:31][c:32]2[O:33][CH3:34])[cH:10][cH:11][c:12]([C:14]([F:15])([F:16])[F:17])[cH:13]1. The reactants are ClC1=CC=C(CN2C(=C(C3=CC(=CC=C23)OCC2=NC=CC=C2)SC(C)(C)C)CC(C(=O)OC)(C)C)C=C1 (methyl 3-[1-(4-chlorobenzyl)-3-(1,1-dimethylethylthio)-5-(pyrid-2-ylmethoxy)indol-2-yl]-2,2-dimethylpropionate), C1CCOC1 (THF), [Li+].[OH-] (LiOH). Run in CO (methanol). The product is ClC1=CC=C(CN2C(=C(C3=CC(=CC=C23)OCC2=NC=CC=C2)SC(C)(C)C)CC(C(=O)O)(C)C)C=C1 (3-[1-(4-chlorobenzyl)-3-(1,1-dimethylethylthio)-5-(pyrid-2-ylmethoxy)indol-2-yl]-2,2-dimethylpropionic acid). As a reaction SMILES: [Cl:1][C:2]1[CH:38]=[CH:37][C:5]([CH2:6][N:7]2[C:15]3[C:10](=[CH:11][C:12]([O:16][CH2:17][C:18]4[CH:23]=[CH:22][CH:21]=[CH:20][N:19]=4)=[CH:13][CH:14]=3)[C:9]([S:24][C:25]([CH3:28])([CH3:27])[CH3:26])=[C:8]2[CH2:29][C:30]([CH3:36])([CH3:35])[C:31]([O:33]C)=[O:32])=[CH:4][CH:3]=1.C1COCC1.[Li+].[OH-]>CO>[Cl:1][C:2]1[CH:38]=[CH:37][C:5]([CH2:6][N:7]2[C:15]3[C:10](=[CH:11][C:12]([O:16][CH2:17][C:18]4[CH:23]=[CH:22][CH:21]=[CH:20][N:19]=4)=[CH:13][CH:14]=3)[C:9]([S:24][C:25]([CH3:28])([CH3:27])[CH3:26])=[C:8]2[CH2:29][C:30]([CH3:36])([CH3:35])[C:31]([OH:33])=[O:32])=[CH:4][CH:3]=1 |f:2.3|. Procedure details: A solution of methyl 3-[1-(4-chlorobenzyl)-3-(1,1-dimethylethylthio)-5-(pyrid-2-ylmethoxy)indol-2-yl]-2,2-dimethylpropionate (8.8 g; 16 mmol), prepared as in step 5, in 100 mL 1:2:1 THF, methanol, 1N aqueous LiOH was heated at reflux for 3 hours. The reaction mixture was concentrated, diluted with water, and acidified to pH 5-6 with solid citric acid. The mixture was extracted with ethyl acetate. The extracts were dried over magnesium sulfate and the solvent was evaporated. The product was recry... Reactants: O (water), [F-].C(CCC)[N+](CCCC)(CCCC)CCCC (Tetra n-butyl ammonium fluoride), BrC=1C=C(C=CC1OC(F)(F)F)C=1N=NNC1 (4-[3-bromo-4-(trifluoromethoxy)phenyl]-1H-1,2,3-triazole), S(=O)(=O)(OC)OC (dimethyl sulfate). Solvent: C(C)OCC (diethyl ether), C1CCOC1 (THF). Run at time 1.5 hour. The product is CN1N=CC(=N1)C1=CC(=C(C=C1)OC(F)(F)F)Br (2-methyl-4-[3-bromo-4-(trifluoromethoxy)phenyl]-2H-1,2,3-triazole), CN1N=NC(=C1)C1=CC(=C(C=C1)OC(F)(F)F)Br (1-methyl-4-[3-bromo-4-(trifluoromethoxy)phenyl]-1H-1,2,3-triazole). The yield is 20.0%. As a reaction SMILES: [F-].[CH2:2]([N+](CCCC)(CCCC)CCCC)CCC.[Br:19][C:20]1[CH:21]=[C:22]([C:31]2[N:32]=[N:33][NH:34][CH:35]=2)[CH:23]=[CH:24][C:25]=1[O:26][C:27]([F:30])([F:29])[F:28].S(OC)(O[CH3:40])(=O)=O.O>C1COCC1.C(OCC)C>[CH3:2][N:33]1[N:32]=[C:31]([C:22]2[CH:23]=[CH:24][C:25]([O:26][C:27]([F:28])([F:29])[F:30])=[C:20]([Br:19])[CH:21]=2)[CH:35]=[N:34]1.[CH3:40][N:34]1[CH:35]=[C:31]([C:22]2[CH:23]=[CH:24][C:25]([O:26][C:27]([F:28])([F:29])[F:30])=[C:20]([Br:19])[CH:21]=2)[N:32]=[N:33]1 |f:0.1|. Procedure: Tetra n-butyl ammonium fluoride solution (1M in THF, 12.5 ml, 12.5 mmol) was added over 5 minutes to a stirred solution of 4-[3-bromo-4-(trifluoromethoxy)phenyl]-1H-1,2,3-triazole (Description 59) (2.73 g, 8.85 mmol) and dimethyl sulfate (2.10 ml, 22.1 mmol) in THF (50 ml). The mixture was stirred for at room temperature for 1.5 hours, then water (100 ml) and diethyl ether (100 ml) were added. The layers were separated and the aqueous layer was extracted with ether (200 ml). The combined organic... Starting materials: 3, C(=O)(OC)C1=CC(=C(OC(C(=O)OCC)C2=C(C3=C(C(=C2)O)C3)O)C=C1)CCC (ethyl α-(4-carbomethoxy-2-n-propyl-phenoxy)-3,4-methylenedioxylphenylacetate), CO (methanol). Conditions: time 30 minute. The product is C(=O)(OC)C1=CC(=C(OC(C(=O)O)C2=CC3=C(C=C2)OCO3)C=C1)CCC (α-(4-carbomethoxy-2-n-propylphenoxy)-3,4-methylenedioxyphenylacetic acid). Isolated yield 94.0%. Reaction SMILES: [C:1]([C:5]1[CH:26]=[CH:25][C:8]([O:9][CH:10]([C:16]2[CH:21]=[C:20]([OH:22])[C:19]3C[C:18]=3[C:17]=2O)[C:11]([O:13]CC)=[O:12])=[C:7]([CH2:27][CH2:28][CH3:29])[CH:6]=1)([O:3][CH3:4])=[O:2].[CH3:30][OH:31]>>[C:1]([C:5]1[CH:26]=[CH:25][C:8]([O:9][CH:10]([C:16]2[CH:17]=[CH:18][C:19]3[O:31][CH2:30][O:22][C:20]=3[CH:21]=2)[C:11]([OH:13])=[O:12])=[C:7]([CH2:27][CH2:28][CH3:29])[CH:6]=1)([O:3][CH3:4])=[O:2]. Procedure details: A 1 L 3 necked 24/40 round bottom flask equipped with a mechanical stirrer, a dropping funnel, and a nitrogen inlet was charged with a solution of 76.3 g 0.185 mol) of the semi-purified product of Step A dissolved in 500 mL of methanol. The flask was purged with nitrogen, the stirrer was started, and 37 mL of a 5.0N aqueous solution of sodium hydroxide was added over a 30 minute period via an addition funnel. The reaction mixture was stirred at room temperature for an additional 30 minutes at wh... Yields the product O=C(O)C1CCN(c2nc(-c3ccccc3)ns2)CC1. The reactants are CCO, Cl, [Na+], C1CCOC1, [OH-], CCOC(=O)C1CCN(c2nc(-c3ccccc3)ns2)CC1. As a reaction SMILES: [CH3:31][CH2:32][OH:33].[ClH:30].[Na+:24].[O:25]1[CH2:26][CH2:27][CH2:28][CH2:29]1.[OH-:23].[c:1]1(-[c:7]2[n:8][s:9][c:10]([N:12]3[CH2:13][CH2:14][CH:15]([C:18](=[O:19])[O:20][CH2:21][CH3:22])[CH2:16][CH2:17]3)[n:11]2)[cH:2][cH:3][cH:4][cH:5][cH:6]1>>[c:1]1(-[c:7]2[n:8][s:9][c:10]([N:12]3[CH2:13][CH2:14][CH:15]([C:18](=[O:19])[OH:20])[CH2:16][CH2:17]3)[n:11]2)[cH:2][cH:3][cH:4][cH:5][cH:6]1.